From a dataset of the Open Reaction Database (ORD), a public repository of structured organic reaction records. describe an organic reaction: reactants, conditions, products, and yield Starting materials: C(C1=CC=CC=C1)OC(=O)N1CCC(CC1)CC(O)C1=CC=C(C=C1)[C@H](C)NC1=NC=C(C(=N1)C1=CN=C2N1C=CC=C2C)C#N (benzyl-4-{2-[4-((1S)-1-{[5-cyano-4-(8-methylimidazo[1,2-a]pyridin-3-yl)pyrimidin-2-yl]amino}ethyl)phenyl]-2-hydroxyethyl}piperidine-1-carboxylate). Reagents/catalysts: [OH-].[Pd+2].[OH-] (palladium hydroxide). The solvent is O1CCCC1 (tetrahydrofuran), CO (methanol). Run at time 2 hour. The product is OC(CC1CCNCC1)C1=CC=C(C=C1)[C@H](C)NC1=NC=C(C(=N1)C1=CN=C2N1C=CC=C2C)C#N (2-({(1S)-1-[4-(1-hydroxy-2-piperidin-4-ylethyl)phenyl]ethyl}amino)-4-(8-methylimidazo[1,2-a]pyridin-3-yl)pyrimidine-5-carbonitrile). The yield is 36.5%. As a reaction SMILES: C(OC([N:11]1[CH2:16][CH2:15][CH:14]([CH2:17][CH:18]([C:20]2[CH:25]=[CH:24][C:23]([C@@H:26]([NH:28][C:29]3[N:34]=[C:33]([C:35]4[N:39]5[CH:40]=[CH:41][CH:42]=[C:43]([CH3:44])[C:38]5=[N:37][CH:36]=4)[C:32]([C:45]#[N:46])=[CH:31][N:30]=3)[CH3:27])=[CH:22][CH:21]=2)[OH:19])[CH2:13][CH2:12]1)=O)C1C=CC=CC=1>O1CCCC1.CO.[OH-].[Pd+2].[OH-]>[OH:19][CH:18]([C:20]1[CH:21]=[CH:22][C:23]([C@@H:26]([NH:28][C:29]2[N:34]=[C:33]([C:35]3[N:39]4[CH:40]=[CH:41][CH:42]=[C:43]([CH3:44])[C:38]4=[N:37][CH:36]=3)[C:32]([C:45]#[N:46])=[CH:31][N:30]=2)[CH3:27])=[CH:24][CH:25]=1)[CH2:17][CH:14]1[CH2:15][CH2:16][NH:11][CH2:12][CH2:13]1 |f:3.4.5|. Procedure: 21 mg of the compound [17-1] was dissolved in a mixed solvent of 3 mL of tetrahydrofuran and 3 mL of methanol, then 20 mg of a carbon catalyst of 20% palladium hydroxide was added thereto, and the mixture was stirred for 2 hours at room temperature under hydrogen atmosphere. The catalyst was filtered through celite, and the filtrate was concentrated under reduced pressure. Diethylether was added to the resulting residue, and thus produced solid was taken by filtration to obtain 6 mg of 2-({(1S)-... The reactants are ClC1=CC(=C(C#N)C=C1)NC(=O)OCC (4-chloro-2-(ethoxycarbonylamino)benzonitrile), BrCC(=O)C1=CC(=CC=C1)C (2-bromo-3′-methylacetophenone). Solvent: C(C)(=O)OCC (ethyl acetate), hexanes. Yields the product NC1=C(N(C2=CC(=CC=C12)Cl)C(=O)OCC)C(C1=CC(=CC=C1)C)=O (3-Amino-6-chloro-2-(3-methylbenzoyl)-1-(ethoxycarbonyl)indole). RXN SMILES: [Cl:1][C:2]1[CH:9]=[CH:8][C:5]([C:6]#[N:7])=[C:4]([NH:10][C:11]([O:13][CH2:14][CH3:15])=[O:12])[CH:3]=1.Br[CH2:17][C:18]([C:20]1[CH:25]=[CH:24][CH:23]=[C:22]([CH3:26])[CH:21]=1)=[O:19]>C(OCC)(=O)C>[NH2:7][C:6]1[C:5]2[C:4](=[CH:3][C:2]([Cl:1])=[CH:9][CH:8]=2)[N:10]([C:11]([O:13][CH2:14][CH3:15])=[O:12])[C:17]=1[C:18](=[O:19])[C:20]1[CH:25]=[CH:24][CH:23]=[C:22]([CH3:26])[CH:21]=1. Reported procedure: The title compound was prepared according to the procedure described in step 2 of Example 1 from 4-chloro-2-(ethoxycarbonylamino)benzonitrile (Example 1, step 1) and 2-bromo-3′-methylacetophenone (R. Yveline, G. Gerard, and M. Geroges, Chem.Pharm.Bull., 1992, 40, 1170.). tlc: Rf=0.5 (25% ethyl acetate in hexanes) Product: ClC1=CC=C(C=C1)SC1=CC=C(C=N1)N (6-(4-CHLOROPHENYLTHIO)-3-AMINOPYRIDINE). Reported procedure: 6-Chloro-3-nitropyridine (54.5 grams), 4-chlorothiophenol (50.0 grams), and lithium hydroxide (12.5 grams) were mixed in about 500 ml. of DMF and stirred overnight (about 18 hours) at room temperature. The reaction mixture was poured into ice-water, filtered, and the separated product washed three times with water and air dried, yield, 100 grams. RXN SMILES: Cl[C:2]1[N:7]=[CH:6][C:5]([N+:8]([O-])=O)=[CH:4][CH:3]=1.[Cl:11][C:12]1[CH:17]=[CH:16][C:15]([SH:18])=[CH:14][CH:13]=1.[OH-].[Li+]>CN(C=O)C>[Cl:11][C:12]1[CH:17]=[CH:16][C:15]([S:18][C:2]2[N:7]=[CH:6][C:5]([NH2:8])=[CH:4][CH:3]=2)=[CH:14][CH:13]=1 |f:2.3|. The solvent is CN(C)C=O (DMF). Starting materials: ClC1=CC=C(C=N1)[N+](=O)[O-] (6-Chloro-3-nitropyridine), ClC1=CC=C(C=C1)S (4-chlorothiophenol), [OH-].[Li+] (lithium hydroxide), ice water. Reactants: BrC=1C=C2C=CNC2=CC1 (5-bromoindole), C1(=CC=CC=C1)S(=O)(=O)C=C (phenylvinylsulfone), CC1=CC=CC=C1P(C2=CC=CC=C2C)C3=CC=CC=C3C (tri-O-tolylphosphine), CCN(C(C)C)C(C)C (DIPEA). The reagents and catalysts are CC(=O)[O-].CC(=O)[O-].[Pd+2] (Pd(OAc)2). The solvent is C(C)#N (acetonitrile), ClCCl (dichloromethane). Yields the product C1(=CC=CC=C1)S(=O)(=O)/C=C/C=1C=C2C=CNC2=CC1 ((E)-5-(2-(phenylsulfonyl)vinyl)-1H-indole). Isolated yield 65.0%. Reaction SMILES: Br[C:2]1[CH:3]=[C:4]2[C:8](=[CH:9][CH:10]=1)[NH:7][CH:6]=[CH:5]2.[C:11]1([S:17]([CH:20]=[CH2:21])(=[O:19])=[O:18])[CH:16]=[CH:15][CH:14]=[CH:13][CH:12]=1.CC1C(P(C2C(C)=CC=CC=2)C2C(C)=CC=CC=2)=CC=CC=1.CCN(C(C)C)C(C)C>C(#N)C.ClCCl.CC([O-])=O.CC([O-])=O.[Pd+2]>[C:11]1([S:17](/[CH:20]=[CH:21]/[C:2]2[CH:3]=[C:4]3[C:8](=[CH:9][CH:10]=2)[NH:7][CH:6]=[CH:5]3)(=[O:19])=[O:18])[CH:16]=[CH:15][CH:14]=[CH:13][CH:12]=1 |f:6.7.8|. Reported procedure: A solution of 5-bromoindole (5.0 g, 25.5 mmol), phenylvinylsulfone (7.50 g, 44.64 mmol), Pd(OAc)2 (0.46 g, 2.05 mmol), tri-O-tolylphosphine (1.55 g, 5.10 mmol) and DIPEA (3.6 g) was heated to reflux for 18 h in acetonitrile. The reaction mixture was cooled to RT, diluted with dichloromethane and filtered over a bed of filter aid. The solvent is completely distilled off and to the crude fresh dichloromethane was charged. The filtrate was sequentially washed with water and brine, and dried over so... Reactants: C(C)(C)OC(C1=C(NC(=C(C1C1=C(C=CC(=C1)[N+](=O)[O-])Cl)C(CS(NC(C)C)(=O)=O)=O)C)C)=O (4-(2-chloro-5-nitrophenyl)-1,4-dihydro-5-[(isopropylsulfamoyl)acetyl]-2,6-dimethylnicotinic acid isopropyl ester), [BH4-].[Na+] (sodium borohydride), C(Cl)Cl.C(C)(=O)OCC (methylene chloride ethyl acetate). Solvent: C(C)(C)O (isopropanol), COCCOC (1,2-dimethoxyethane). Product: C(C)(C)OC(C1=C(NC(=C(C1C1=C(C=CC(=C1)[N+](=O)[O-])Cl)\C=C\S(NC(C)C)(=O)=O)C)C)=O (4-(2-chloro-5-nitrophenyl)-1,4-dihydro-5-[(E)-2-(isopropylsulfamoyl)vinyl]-2,6-dimethylnicotinic acid isopropyl ester). Isolated yield 70.8%. RXN SMILES: [CH:1]([O:4][C:5](=[O:34])[C:6]1[CH:11]([C:12]2[CH:17]=[C:16]([N+:18]([O-:20])=[O:19])[CH:15]=[CH:14][C:13]=2[Cl:21])[C:10]([C:22](=O)[CH2:23][S:24](=[O:30])(=[O:29])[NH:25][CH:26]([CH3:28])[CH3:27])=[C:9]([CH3:32])[NH:8][C:7]=1[CH3:33])([CH3:3])[CH3:2].[BH4-].[Na+].C(Cl)Cl.C(OCC)(=O)C>C(O)(C)C.COCCOC>[CH:1]([O:4][C:5](=[O:34])[C:6]1[CH:11]([C:12]2[CH:17]=[C:16]([N+:18]([O-:20])=[O:19])[CH:15]=[CH:14][C:13]=2[Cl:21])[C:10](/[CH:22]=[CH:23]/[S:24](=[O:29])(=[O:30])[NH:25][CH:26]([CH3:27])[CH3:28])=[C:9]([CH3:32])[NH:8][C:7]=1[CH3:33])([CH3:3])[CH3:2] |f:1.2,3.4|. Procedure: Analogously to Example 18, 1.02 g of 4-(2-chloro-5-nitrophenyl)-1,4-dihydro-5-[(isopropylsulfamoyl)acetyl]-2,6-dimethylnicotinic acid isopropyl ester were treated with 0.08 g of sodium borohydride in a mixture of 10 ml of isopropanol and 2 ml of 1,2-dimethoxyethane. After chromatography with methylene chloride/ethyl acetate (4:1) as the elution agent there was obtained 0.70 g of 4-(2-chloro-5-nitrophenyl)-1,4-dihydro-5-[(E)-2-(isopropylsulfamoyl)vinyl]-2,6-dimethylnicotinic acid isopropyl ester ... Procedure details: Oxone (potassium monopersulfate compound) (3.30 g, 5 mmol) was added in one portion to a stirred mixture of methyl [[6-(3,4,5-triphenyl-1H-pyrazol-1-yl)hexyl]thio]acetate (2.08 g, 4.3 mmol), methanol (100 mL) and water (50 mL) maintained at -10° C. The mixture was allowed to warm slowly to 0° C. and stirred for 45 minutes before being diluted with water and chloroform. The organic phase was separated and the aqueous layer extracted with CHCl3. The combined organic layers were washed with saturat... The reactants are OOS(=O)[O-].[K+] (Oxone), C1(=CC=CC=C1)C1=NN(C(=C1C1=CC=CC=C1)C1=CC=CC=C1)CCCCCCSCC(=O)OC (methyl [[6-(3,4,5-triphenyl-1H-pyrazol-1-yl)hexyl]thio]acetate), CO (methanol). RXN SMILES: [OH:1]OS([O-])=O.[K+].[C:7]1([C:13]2[C:17]([C:18]3[CH:23]=[CH:22][CH:21]=[CH:20][CH:19]=3)=[C:16]([C:24]3[CH:29]=[CH:28][CH:27]=[CH:26][CH:25]=3)[N:15]([CH2:30][CH2:31][CH2:32][CH2:33][CH2:34][CH2:35][S:36][CH2:37][C:38]([O:40][CH3:41])=[O:39])[N:14]=2)[CH:12]=[CH:11][CH:10]=[CH:9][CH:8]=1.CO>O.C(Cl)(Cl)Cl.C(OCC)(=O)C.CCCCCC>[OH2:1].[C:7]1([C:13]2[C:17]([C:18]3[CH:23]=[CH:22][CH:21]=[CH:20][CH:19]=3)=[C:16]([C:24]3[CH:25]=[CH:26][CH:27]=[CH:28][CH:29]=3)[N:15]([CH2:30][CH2:31][CH2:32][CH2:33][CH2:34][CH2:35][S:36]([CH2:37][C:38]([O:40][CH3:41])=[O:39])=[O:1])[N:14]=2)[CH:8]=[CH:9][CH:10]=[CH:11][CH:12]=1 |f:0.1,8.9|. The yield is 141.9%. Run at temperature -10 celsius, time 45 minute. The solvent is O (water), O (water), C(Cl)(Cl)Cl (chloroform), C(C)(=O)OCC (ethyl acetate), CCCCCC (hexane). Product: O.C1(=CC=CC=C1)C1=NN(C(=C1C1=CC=CC=C1)C1=CC=CC=C1)CCCCCCS(=O)CC(=O)OC (methyl [[6-(3,4,5-triphenyl-1H-pyrazol-1- yl)hexyl]sulfinyl]acetate hydrate). Reactants: CCOC(C)=O, Nc1nc(COCC(F)(F)F)nc2nccnc12, [Na+], [OH-]. The product is O=c1[nH]c(COCC(F)(F)F)nc2nccnc12. RXN SMILES: [CH3:19][CH2:20][O:21][C:22](=[O:23])[CH3:24].[NH2:1][c:2]1[n:3][c:4]([CH2:12][O:13][CH2:14][C:15]([F:16])([F:17])[F:18])[n:5][c:6]2[n:7][cH:8][cH:9][n:10][c:11]12.[Na+:26].[OH-:25]>>[c:2]1(=[O:21])[nH:3][c:4]([CH2:12][O:13][CH2:14][C:15]([F:16])([F:17])[F:18])[n:5][c:6]2[n:7][cH:8][cH:9][n:10][c:11]12. The reactants are CO, CC[Si](CC)(CC)OC(C[N+](=O)[O-])c1cccc(Cl)c1. The product is CC[Si](CC)(CC)OC(CN)c1cccc(Cl)c1. RXN SMILES: [CH3:21][OH:22].[Cl:1][c:2]1[cH:3][c:4]([CH:8]([CH2:9][N+:10]([O-:11])=[O:12])[O:13][Si:14]([CH2:15][CH3:16])([CH2:17][CH3:18])[CH2:19][CH3:20])[cH:5][cH:6][cH:7]1>>[Cl:1][c:2]1[cH:3][c:4]([CH:8]([CH2:9][NH2:10])[O:13][Si:14]([CH2:15][CH3:16])([CH2:17][CH3:18])[CH2:19][CH3:20])[cH:5][cH:6][cH:7]1. Starting materials: N1(CCCC1)CCCOC=1C=C2C(=NC1)NC(=C2)C(=O)[O-].[Li+] (lithium 5-(3-pyrrolidin-1-yl-propoxy)-1H-pyrrolo[2,3-b]pyridine-2-carboxylate), F[B-](F)(F)F.N1(N=NC2=C1C=CC=C2)OC(=[N+](C)C)N(C)C (O-(benzotriazol-1-yl)-N,N,N′,N′-tetramethyluronium tetrafluoroborate), N1CCCCC1 (piperidine), C(C)(C)N(C(C)C)CC (N,N-diisopropylethylamine). Yields the product N1(CCCCC1)C(=O)C1=CC=2C(=NC=C(C2)OCCCN2CCCC2)N1 (Piperidin-1-yl-[5-(3-pyrrolidin-1-yl-propoxy)-1H-pyrrolo[2,3-b]pyridin-2-yl]-methanone). Isolated yield 32.0%. Reaction SMILES: [N:1]1([CH2:6][CH2:7][CH2:8][O:9][C:10]2[CH:11]=[C:12]3[CH:18]=[C:17]([C:19]([O-:21])=O)[NH:16][C:13]3=[N:14][CH:15]=2)[CH2:5][CH2:4][CH2:3][CH2:2]1.[Li+].F[B-](F)(F)F.[N:28]1(OC(N(C)C)=[N+](C)C)[C:32]2C=[CH:34][CH:35]=[CH:36][C:31]=2N=N1.N1CCCCC1.C(N(CC)C(C)C)(C)C>>[N:28]1([C:19]([C:17]2[NH:16][C:13]3=[N:14][CH:15]=[C:10]([O:9][CH2:8][CH2:7][CH2:6][N:1]4[CH2:2][CH2:3][CH2:4][CH2:5]4)[CH:11]=[C:12]3[CH:18]=2)=[O:21])[CH2:34][CH2:35][CH2:36][CH2:31][CH2:32]1 |f:0.1,2.3|. Procedure: The title compound was synthesized in analogy to example 1 from lithium 5-(3-pyrrolidin-1-yl-propoxy)-1H-pyrrolo[2,3-b]pyridine-2-carboxylate, O-(benzotriazol-1-yl)-N,N,N′,N′-tetramethyluronium tetrafluoroborate, piperidine and N,N-diisopropylethylamine to give the desired product as a light brown solid (32% G).